This data is from the Open Reaction Database (ORD), a public repository of structured organic reaction records. The task is: describe an organic reaction: reactants, conditions, products, and yield Starting materials: NC1=C(C=C(C(CNC(C)(C)C)O)C=C1Cl)Cl (4-amino-α-[(tert-butylamino)methyl]-3,5-dichlorobenzyl alcohol), CO (methanol), Cl (HCl). Yields the product Cl.NC1=C(C=C(C(CN)OC)C=C1Cl)Cl (4-Amino-3,5-dichloro-β-methoxyphenethylamine hydrochloride). As a reaction SMILES: [NH2:1][C:2]1[C:15]([Cl:16])=[CH:14][C:5]([CH:6]([OH:13])[CH2:7][NH:8]C(C)(C)C)=[CH:4][C:3]=1[Cl:17].Cl.[CH3:19]O>>[ClH:16].[NH2:1][C:2]1[C:15]([Cl:16])=[CH:14][C:5]([CH:6]([O:13][CH3:19])[CH2:7][NH2:8])=[CH:4][C:3]=1[Cl:17] |f:3.4|. Procedure: In 100 ml of methanol, 10 g of 4-amino-α-[(tert-butylamino)methyl]-3,5-dichlorobenzyl alcohol is stirred in an ice bath and dry HCl gas is introduced into the solution. After saturation of the solution, the mixture is stirred at room temperature for an hour and evaporated to dryness. The solid is then stirred in ethyl acetate to afford the title product, which is collected by filtration. The reactants are COC(\C=C\C=1C=C2C(CC3(CN(CCC3)CC3=CC=C(C=C3)F)OC2=CC1)=O)=O ((±)-(E)-3-[1′-(4-Fluoro-benzyl)-4-oxo-spiro(chromane-2,3′-piperidine)-6-yl]-acrylic acid methyl ester), [OH-].[Na+] (NaOH). Yields the product FC1=CC=C(CN2CC3(CCC2)OC2=CC=C(C=C2C(C3)=O)/C=C/C(=O)O)C=C1 ((±)-(E)-3-[1′-(4-fluoro-benzyl)-4-oxo-spiro(chromane-2,3′-piperidine)-6-yl]-acrylic acid). The yield is 84.7%. Reaction SMILES: C[O:2][C:3](=[O:30])/[CH:4]=[CH:5]/[C:6]1[CH:7]=[C:8]2[C:26](=[CH:27][CH:28]=1)[O:25][C:11]1([CH2:16][CH2:15][CH2:14][N:13]([CH2:17][C:18]3[CH:23]=[CH:22][C:21]([F:24])=[CH:20][CH:19]=3)[CH2:12]1)[CH2:10][C:9]2=[O:29].[OH-].[Na+]>>[F:24][C:21]1[CH:22]=[CH:23][C:18]([CH2:17][N:13]2[CH2:14][CH2:15][CH2:16][C:11]3([CH2:10][C:9](=[O:29])[C:8]4[C:26](=[CH:27][CH:28]=[C:6](/[CH:5]=[CH:4]/[C:3]([OH:30])=[O:2])[CH:7]=4)[O:25]3)[CH2:12]2)=[CH:19][CH:20]=1 |f:1.2|. Procedure details: (±)-(E)-3-[1′-(4-Fluoro-benzyl)-4-oxo-spiro(chromane-2,3′-piperidine)-6-yl]-acrylic acid methyl ester (630 mg, 1.54 mmol) was treated with 1 M NaOH according to the procedure described in Example 16 STEP B to give (±)-(E)-3-[1′-(4-fluoro-benzyl)-4-oxo-spiro(chromane-2,3′-piperidine)-6-yl]-acrylic acid (516 mg, 85%). Starting materials: BrC1=C(C=C(C=C1)S(=O)(=O)NCCC)F (4-bromo-3-fluoro-N-propylbenzenesulfonamide), C(C)(C)(C)P(C(C)(C)C)C(C)(C)C (Tri-t-butylphosphine), C(#N)C1=CC=C(N1C)B(O)O (5-cyano-1-methyl-1H-pyrrol-2-ylboronic acid), [F-].[K+] (potassium fluoride). Reagents/catalysts: C=1C=CC(=CC1)/C=C/C(=O)/C=C/C2=CC=CC=C2.C=1C=CC(=CC1)/C=C/C(=O)/C=C/C2=CC=CC=C2.C=1C=CC(=CC1)/C=C/C(=O)/C=C/C2=CC=CC=C2.[Pd].[Pd] (tris(dibenzylideneacetone)dipalladium). Run at time 16 hour. Product: C(#N)C1=CC=C(N1C)C1=C(C=C(C=C1)S(=O)(=O)NCCC)F (4-(5-Cyano-1-methyl-1H-pyrrol-2-yl)-3-fluoro-N-propylbenzenesulfonamide). Reaction SMILES: Br[C:2]1[CH:7]=[CH:6][C:5]([S:8]([NH:11][CH2:12][CH2:13][CH3:14])(=[O:10])=[O:9])=[CH:4][C:3]=1[F:15].[C:16]([C:18]1[N:22]([CH3:23])[C:21](B(O)O)=[CH:20][CH:19]=1)#[N:17].[F-].[K+].C(P(C(C)(C)C)C(C)(C)C)(C)(C)C>C1C=CC(/C=C/C(/C=C/C2C=CC=CC=2)=O)=CC=1.C1C=CC(/C=C/C(/C=C/C2C=CC=CC=2)=O)=CC=1.C1C=CC(/C=C/C(/C=C/C2C=CC=CC=2)=O)=CC=1.[Pd].[Pd]>[C:16]([C:18]1[N:22]([CH3:23])[C:21]([C:2]2[CH:7]=[CH:6][C:5]([S:8]([NH:11][CH2:12][CH2:13][CH3:14])(=[O:10])=[O:9])=[CH:4][C:3]=2[F:15])=[CH:20][CH:19]=1)#[N:17] |f:2.3,5.6.7.8.9|. Procedure: According to general procedure B, 4-bromo-3-fluoro-N-propylbenzenesulfonamide (174 mg, 0.59 mmol), 5-cyano-1-methyl-1H-pyrrol-2-ylboronic acid (106 mg, 0.70 mmol), potassium fluoride (113 mg, 1.95 mmol), and tris(dibenzylideneacetone)dipalladium (0) (15 mg, 0.01 mmol) were placed in an oven dried flask under nitrogen and dry THF (1.4 mL) was added. Tri-t-butylphosphine (89 μL, 0.02 mmol, 10 wt % in hexane) was added and the reaction was stirred for 16 hours. 4-(5-Cyano-1-methyl-1H-pyrrol-2-yl)-3... Reactants: C(C)(C)(C)OC(NC=1SC(=CN1)CCN)=O ([5-(2-Amino-ethyl)-thiazol-2-yl]-carbamic acid tert-butyl ester), O1CCC(CC1)C=O (tetrahydro-pyran-4-carbaldehyde), ClC(C)Cl (dichloroethane), [BH-](OC(=O)C)(OC(=O)C)OC(=O)C.[Na+] (NaBH(OAc)3). Conditions: time 2 hour. The product is C(C)(C)(C)OC(NC=1SC(=CN1)CCNCC1CCOCC1)=O ((5-{2-[(tetrahydro-pyran-4-ylmethyl)-amino]-ethyl}-thiazol-2-yl)-carbamic acid tert-butyl ester). As a reaction SMILES: [C:1]([O:5][C:6](=[O:16])[NH:7][C:8]1[S:9][C:10]([CH2:13][CH2:14][NH2:15])=[CH:11][N:12]=1)([CH3:4])([CH3:3])[CH3:2].[O:17]1[CH2:22][CH2:21][CH:20]([CH:23]=O)[CH2:19][CH2:18]1.ClC(Cl)C.[BH-](OC(C)=O)(OC(C)=O)OC(C)=O.[Na+]>>[C:1]([O:5][C:6](=[O:16])[NH:7][C:8]1[S:9][C:10]([CH2:13][CH2:14][NH:15][CH2:23][CH:20]2[CH2:21][CH2:22][O:17][CH2:18][CH2:19]2)=[CH:11][N:12]=1)([CH3:4])([CH3:2])[CH3:3] |f:3.4|. Reported procedure: A flask was charged with compound 14.1 (200 mg, 100 mol %), tetrahydro-pyran-4-carbaldehyde (100 mol %), and dichloroethane. To this was added NaBH(OAc)3 (150 mol %) and the resulting slurry was stirred at room temperature for 2 hours. The solvents were removed in vacuo and the residue was re-suspended in EtOAc and H2O. The organic layer was washed sequentially with saturated sodium bicarbonate, H2O, and brine. The organic layers were combined, dried over Na2SO4, and concentrated to give (5-{2-[... The reactants are N1=C(C=NC2=CC=CC=C12)C(=O)Cl (2-quinoxaloyl chloride), Cl.CN (methylamine hydrochloride), C(CCC)NC([C@@H](C[C@@H]([C@H](CC(CC(=O)N1C(CCC2=CC=CC=C12)C(=O)OC)(C)C)NC(=O)OC(C)(C)C)O)C)=O (5(S)-tert-butoxycarbonylamino-4(S)-hydroxy-2(R),7,7-trimethyl-8-[2(R,S)-methoxycarbonyl-1,2,3,4-tetrahydroquinolin-1-yl-carbonyl]-octanoic acid (N-butyl)amide). The product is CNC(=O)C1=NC2=CC=CC=C2N=C1 (2-(Methylaminocarbonyl)quinoxaline). RXN SMILES: [N:1]1[C:10]2[C:5](=[CH:6][CH:7]=[CH:8][CH:9]=2)[N:4]=[CH:3][C:2]=1[C:11](Cl)=[O:12].Cl.CN.[CH2:17]([NH:21]C(=O)[C@H](C)C[C@H](O)[C@@H](NC(OC(C)(C)C)=O)CC(C)(C)CC(N1C2C(=CC=CC=2)CCC1C(OC)=O)=O)CCC>>[CH3:17][NH:21][C:11]([C:2]1[CH:3]=[N:4][C:5]2[C:10](=[CH:9][CH:8]=[CH:7][CH:6]=2)[N:1]=1)=[O:12] |f:1.2|. Reported procedure: is obtained starting from 0.5 g of 2-quinoxaloyl chloride by reaction with methylamine hydrochloride under customary reaction conditions: Rf (P)=0.69. The reactants are C(C1=CC=CC=C1)(=O)OC1C(C(C1)CO)=C (1-Benzoyloxy-3-hydroxymethyl-2-methylenecyclobutane), C(Cl)Cl (methylene chloride), CO (methanol). Conditions: temperature -78 celsius, time 0.5 hour. The product is C(C1=CC=CC=C1)(=O)OC1C(C(C1)CO)=O (2-Benzoyloxy-4-hydroxymethylcyclobutanone). The yield is 86.0%. As a reaction SMILES: [C:1]([O:9][CH:10]1[CH2:13][CH:12]([CH2:14][OH:15])[C:11]1=C)(=[O:8])[C:2]1[CH:7]=[CH:6][CH:5]=[CH:4][CH:3]=1.C(Cl)Cl.C[OH:21]>>[C:1]([O:9][CH:10]1[CH2:13][CH:12]([CH2:14][OH:15])[C:11]1=[O:21])(=[O:8])[C:2]1[CH:7]=[CH:6][CH:5]=[CH:4][CH:3]=1. Procedure details: A mixture of 2.09 g (9.5 mmol) of 1-benzoyloxy-3-hydroxymethyl-2-methylenecyclobutane from Step G, 112 mL of methylene chloride and 28 mL of methanol was cooled to -78° C. under a nitrogen atmosphere. Ozone was bubbled through the mixture for 10 minutes, until a persistent blue color was observed. Excess ozone was flushed out with nitrogen, 9 mL of dimethyl sulfide was added and the reaction mixture stirred for 0.5 h at -78° C. The reaction mixture was allowed to warm to ambient temperature, sti... Reactants: Compound 91, C(C1=CC=CC=C1)OCCC1=NC(=CC(=N1)NN=CC1=CC(=CC=C1)C)N1CCOCC1 (N-[2-(2-benzyloxy-ethyl)-6-morpholin-4-yl-pyrimidin-4-yl]-N′-(3-methyl-benzylidene)-hydrazine), [H][H] (hydrogen). Reagents/catalysts: [Pd] (palladium on carbon), C(C)(=O)O (acetic acid). Run in C(C)O (ethanol). The product is Compound 92, C(C1=CC=CC=C1)OCCC1=NC(=CC(=N1)NNCC1=CC(=CC=C1)C)N1CCOCC1 (N-[2-(2-benzyloxy-ethyl)-6-morpholin-4-yl-pyrimidin-4-yl]-N′-(3-methyl-benzyl)-hydrazine). The yield is 9600.0%. RXN SMILES: [CH2:1]([O:8][CH2:9][CH2:10][C:11]1[N:16]=[C:15]([NH:17][N:18]=[CH:19][C:20]2[CH:25]=[CH:24][CH:23]=[C:22]([CH3:26])[CH:21]=2)[CH:14]=[C:13]([N:27]2[CH2:32][CH2:31][O:30][CH2:29][CH2:28]2)[N:12]=1)[C:2]1[CH:7]=[CH:6][CH:5]=[CH:4][CH:3]=1.[H][H]>C(O)C.[Pd].C(O)(=O)C>[CH2:1]([O:8][CH2:9][CH2:10][C:11]1[N:16]=[C:15]([NH:17][NH:18][CH2:19][C:20]2[CH:25]=[CH:24][CH:23]=[C:22]([CH3:26])[CH:21]=2)[CH:14]=[C:13]([N:27]2[CH2:28][CH2:29][O:30][CH2:31][CH2:32]2)[N:12]=1)[C:2]1[CH:3]=[CH:4][CH:5]=[CH:6][CH:7]=1. Reported procedure: Compound 91, N-[2-(2-benzyloxy-ethyl)-6-morpholin-4-yl-pyrimidin-4-yl]-N′-(3-methyl-benzylidene)-hydrazine (109 mg., 0.25 mmol) was dissolved in ethanol (20 mL) and to the solution was added 10% palladium on carbon (200 mg.), three drops of glacial acetic acid, and the reaction was stirred at room temperature under 1 atmosphere of hydrogen for 4 hours. The reaction was passed through celite, evaporated and purified by column chromatography to give Compound 92, N-[2-(2-benzyloxy-ethyl)-6-morpholi... Reactants: [B+3], O=C([O-])[O-], O=C1c2cccc3c(N4CCCC4)c(Br)cc(c23)C(=O)N1OCc1ccccc1, CCO, O=C([O-])C(F)(F)F, O=C([O-])C(F)(F)F, O=C([O-])C(F)(F)F, O=C(O)C(F)(F)F, [Na+], [Na+], O. Yields the product O=C1c2cccc3c(N4CCCC4)c(Br)cc(c23)C(=O)N1O. Reaction SMILES: [B+3:51].[C:56](=[O:57])([O-:58])[O-:59].[CH2:1]([c:2]1[cH:3][cH:4][cH:5][cH:6][cH:7]1)[O:8][N:9]1[C:10](=[O:29])[c:11]2[cH:12][cH:13][cH:14][c:15]3[c:16]2[c:17]([cH:20][c:21]([Br:28])[c:22]3[N:23]2[CH2:24][CH2:25][CH2:26][CH2:27]2)[C:18]1=[O:19].[CH2:52]([OH:53])[CH3:54].[F:30][C:31]([F:32])([F:33])[C:34]([O-:35])=[O:36].[F:37][C:38]([F:39])([F:40])[C:41]([O-:42])=[O:43].[F:44][C:45]([F:46])([F:47])[C:48]([O-:49])=[O:50].[F:62][C:63]([F:64])([F:65])[C:66]([OH:67])=[O:68].[Na+:60].[Na+:61].[OH2:55]>>[OH:8][N:9]1[C:10](=[O:29])[c:11]2[cH:12][cH:13][cH:14][c:15]3[c:16]2[c:17]([cH:20][c:21]([Br:28])[c:22]3[N:23]2[CH2:24][CH2:25][CH2:26][CH2:27]2)[C:18]1=[O:19].